From a dataset of the Open Reaction Database (ORD), a public repository of structured organic reaction records. describe an organic reaction: reactants, conditions, products, and yield Reactants: CC(C)(C)OC(=O)CCn1ccc(NC(=O)C(CC2CCCC2)c2ccc(S(C)(=O)=O)c(Cl)c2)n1, ClCCl, O=C(O)C(F)(F)F. The product is CS(=O)(=O)c1ccc(C(CC2CCCC2)C(=O)Nc2ccn(CCC(=O)O)n2)cc1Cl. RXN SMILES: [C:1]([CH3:2])([CH3:3])([CH3:4])[O:5][C:6]([CH2:7][CH2:8][n:9]1[n:10][c:11]([NH:14][C:15]([CH:16]([CH2:17][CH:18]2[CH2:19][CH2:20][CH2:21][CH2:22]2)[c:23]2[cH:24][c:25]([Cl:33])[c:26]([S:29](=[O:30])(=[O:31])[CH3:32])[cH:27][cH:28]2)=[O:34])[cH:12][cH:13]1)=[O:35].[CH2:36]([Cl:37])[Cl:38].[F:39][C:40]([F:41])([F:42])[C:43]([OH:44])=[O:45]>>[O:5]=[C:6]([CH2:7][CH2:8][n:9]1[n:10][c:11]([NH:14][C:15]([CH:16]([CH2:17][CH:18]2[CH2:19][CH2:20][CH2:21][CH2:22]2)[c:23]2[cH:24][c:25]([Cl:33])[c:26]([S:29](=[O:30])(=[O:31])[CH3:32])[cH:27][cH:28]2)=[O:34])[cH:12][cH:13]1)[OH:35]. Starting materials: [Br-], O=c1cc(-c2cc(OCc3ccccc3)cc(OCc3ccccc3)c2)oc2cc(OCC3CO3)ccc12, CO, CC(C)N, [K+]. The product is CC(C)NCC(O)COc1ccc2c(=O)cc(-c3cc(OCc4ccccc4)cc(OCc4ccccc4)c3)oc2c1. RXN SMILES: [Br-:43].[CH2:1]([c:2]1[cH:3][cH:4][cH:5][cH:6][cH:7]1)[O:8][c:9]1[cH:10][c:11](-[c:12]2[o:13][c:14]3[cH:15][c:16]([O:23][CH2:24][CH:25]4[CH2:26][O:27]4)[cH:17][cH:18][c:19]3[c:20](=[O:22])[cH:21]2)[cH:28][c:29]([O:31][CH2:32][c:33]2[cH:34][cH:35][cH:36][cH:37][cH:38]2)[cH:30]1.[CH3:45][OH:46].[CH:39]([CH3:40])([CH3:41])[NH2:42].[K+:44]>>[CH2:1]([c:2]1[cH:3][cH:4][cH:5][cH:6][cH:7]1)[O:8][c:9]1[cH:10][c:11](-[c:12]2[o:13][c:14]3[cH:15][c:16]([O:23][CH2:24][CH:25]([CH2:26][NH:42][CH:39]([CH3:40])[CH3:41])[OH:27])[cH:17][cH:18][c:19]3[c:20](=[O:22])[cH:21]2)[cH:28][c:29]([O:31][CH2:32][c:33]2[cH:34][cH:35][cH:36][cH:37][cH:38]2)[cH:30]1.